describe an organic reaction: reactants, conditions, products, and yield From a dataset of the Open Reaction Database (ORD), a public repository of structured organic reaction records. Reactants: [N+](=O)([O-])C1=C(C=CC=C1)C(C)Br (1-(2-nitrophenyl)ethyl bromide), NC(=S)N (thiourea). Run in C(C)O (ethanol). Product: Br.C(N)(=N)SC(C)C1=C(C=CC=C1)[N+](=O)[O-] (1-(2-nitrophenyl)ethyl carbamimidothioate hydrobromide). The yield is 85.2%. As a reaction SMILES: [N+:1]([C:4]1[CH:9]=[CH:8][CH:7]=[CH:6][C:5]=1[CH:10]([Br:12])[CH3:11])([O-:3])=[O:2].[NH2:13][C:14]([NH2:16])=[S:15]>C(O)C>[BrH:12].[C:14]([S:15][CH:10]([C:5]1[CH:6]=[CH:7][CH:8]=[CH:9][C:4]=1[N+:1]([O-:3])=[O:2])[CH3:11])(=[NH:13])[NH2:16] |f:3.4|. Procedure: A solution of 33.5 g of 1-(2-nitrophenyl)ethyl bromide and 11.4 g of thiourea in 375 ml absolute ethanol was stirred at reflux temperature for 31/2 hours. The reaction mixture was allowed to cool to room temperature and was concentrated to one-half volume in vacuo. The solution was then cooled to ca. -60° C. and 1-chlorobutane was added until a gummy solid formed. The supernatant was decanted and the residue dried in vacuo to give 38 g of 1-(2-nitrophenyl)ethyl carbamimidothioate hydrobromide as... The reactants are CC1=CC=C(C=C1)OCC1=C(C=CC=C1)C(=O)O (2-carboxybenzyl 4-methylphenyl ether), O=P12OP3(=O)OP(=O)(O1)OP(=O)(O2)O3 (phosphorus pentoxide). Run in C=1(C(=CC=CC1)C)C (xylene). The product is CC1=CC2=C(OCC3=C(C2=O)C=CC=C3)C=C1 (2-methyldibenzo[b,e]oxepin-11-one). As a reaction SMILES: [CH3:1][C:2]1[CH:7]=[CH:6][C:5]([O:8][CH2:9][C:10]2[CH:15]=[CH:14][CH:13]=[CH:12][C:11]=2[C:16]([OH:18])=O)=[CH:4][CH:3]=1.O=P12OP3(OP(OP(O3)(O1)=O)(=O)O2)=O>C1(C)C(C)=CC=CC=1>[CH3:1][C:2]1[CH:3]=[CH:4][C:5]2[O:8][CH2:9][C:10]3[CH:15]=[CH:14][CH:13]=[CH:12][C:11]=3[C:16](=[O:18])[C:6]=2[CH:7]=1. Procedure: To a stirred suspension of 24.0 g. (0.5 mole) of a 50% dispersion of sodium hydride in mineral oil in 150 ml. of dimethylformamide under nitrogen was added dropwise 50.4 g. (0.5 mole) of 4-methylphenol in 100 ml. of dimethylformamide. The mixture was stirred until the evolution of hydrogen ceased. A solution of 67.1 g. (0.5 mole) of phthalide in 100 ml. of dimethylformamide was added and the mixture was refluxed two hours then stirred at 25° C. for sixteen hours. The mixture was poured into ice-... Reactants: C1(=CC=C(C=C1)S(=O)(=O)OCCCCCC=1C(CCC1)=O)C.C=1C(=CC=[N+](C1)C[N+]2=CC=C(C=C2)/C=N/O)/C=N/O.[Br-].[Br-] (2-(5-p-toluenesulfonyloxypentyl)-2-cyclopentenone methoxime), diethyl sodio ethylmalonate, C(C)C(C(=O)OCC)C(=O)OCC (diethyl ethylmalonate), [H-].[Na+] (sodium hydride), oil. The solvent is COCCOC (ethylene glycol dimethyl ether), COCCOC (ethylene glycol dimethyl ether). Reaction conditions: time 18 hour. Product: C(=O)(OCC)C(CCCCCC=1C(CCC1)=O)(CC)C(=O)OCC.C=1C(=CC=[N+](C1)C[N+]2=CC=C(C=C2)/C=N/O)/C=N/O.[Br-].[Br-] (2-(6,6-dicarbethoxyoctyl)-2-cyclopentenone methoxime). Reaction SMILES: [H-].[Na+].[CH2:3]([CH:5]([C:11]([O:13][CH2:14][CH3:15])=[O:12])[C:6]([O:8][CH2:9][CH3:10])=[O:7])[CH3:4].C1(C)C=CC(S(O[CH2:26][CH2:27][CH2:28][CH2:29][CH2:30][C:31]2[C:32](=[O:36])[CH2:33][CH2:34][CH:35]=2)(=O)=O)=CC=1.[CH:38]1[C:39](/[CH:54]=[N:55]/[OH:56])=[CH:40][CH:41]=[N+:42]([CH2:44][N+:45]2[CH:50]=[CH:49][C:48](/[CH:51]=[N:52]/[OH:53])=[CH:47][CH:46]=2)[CH:43]=1.[Br-:57].[Br-]>COCCOC>[C:11]([C:5]([C:6]([O:8][CH2:9][CH3:10])=[O:7])([CH2:3][CH3:4])[CH2:26][CH2:27][CH2:28][CH2:29][CH2:30][C:31]1[C:32](=[O:36])[CH2:33][CH2:34][CH:35]=1)([O:13][CH2:14][CH3:15])=[O:12].[CH:40]1[C:39](/[CH:54]=[N:55]/[OH:56])=[CH:38][CH:43]=[N+:42]([CH2:44][N+:45]2[CH:46]=[CH:47][C:48](/[CH:51]=[N:52]/[OH:53])=[CH:49][CH:50]=2)[CH:41]=1.[Br-:57].[Br-:57] |f:0.1,3.4.5.6,8.9.10.11|. Reported procedure: To a solution of diethyl sodio ethylmalonate, prepared from 1.63 g. (0.0387 mole) of sodium hydride in mineral oil (57.2%) and 8.5 g. (0.0452 mole) of diethyl ethylmalonate in 100 ml. of ethylene glycol dimethyl ether, is added 7.5 g. of tosylate from Example 26 in 20 ml. of ethylene glycol dimethyl ether and the mixture is refluxed for 3 hours and then allowed to stand at room temperature for 18 hours under nitrogen atmosphere. The reaction mixture is filtered and most of the solvent is removed... Reactants: Cl.ClC=1C=C(C=CC1)NN (3-chlorophenylhydrazine hydrochloride), CCN=C=NCCCN(C)C (EDCI), C(C)OC(CCCNC)OCC (4,4-diethoxy-N-methylbutan-1-amine), ClC1=CC=C2C(=CN(C2=C1)CC(=O)OCC)CCNC (ethyl 2-(6-chloro-3-(2-(methylamino)ethyl)-1H-indol-1-yl)acetate), ClC1=CC=C2C3=C(N(C2=C1)CC(=O)O)CN(CC3)C (2-(7-chloro-1,2,3,4-tetrahydro-2-methylpyrido[3,4-b]indol-9-yl)acetic acid), CNCCC(C)C (N,3-dimethylbutan-1-amine), C(=O)(C(F)(F)F)O (TFA), BrCC(=O)OCC (ethyl bromoacetate), ClC=1C=C(C=CC1)N(N)CC(=O)OCC (ethyl 2-(1-(3-chlorophenyl)hydrazinyl)acetate), C=O (formaldehyde). Run in C(C)N(CC)CC (triethylamine), ClC1=CC=C2C3=C(N(C2=C1)CC(=O)OCC)CN(CC3)C (ethyl 2-(7-chloro-1,2,3,4-tetrahydro-2-methylpyrido[3,4-b]indol-9-yl)acetate), [OH-].[Na+] (NaOH), C(C)#N (acetonitrile). The product is ClC1=CC=C2C3=C(N(C2=C1)CC(=O)N(C)CCC(C)C)CN(CC3)C (2-(7-chloro-1,2,3,4-tetrahydro-2-methylpyrido[3,4-b]indol-9-yl)-N-isopentyl-N-methylacetamide). As a reaction SMILES: Cl.[Cl:2][C:3]1[CH:4]=[C:5]([NH:9]N)[CH:6]=[CH:7][CH:8]=1.BrCC([O:15][CH2:16][CH3:17])=O.Cl[C:19]1[CH:20]=[C:21]([N:25]([CH2:27]C(OCC)=O)N)C=[CH:23][CH:24]=1.C(OC(OCC)CCCNC)C.ClC1C=[C:53]2[C:49]([C:50](CCNC)=[CH:51][N:52]2[CH2:55]C(OCC)=O)=[CH:48]C=1.C=O.C(O)(C(F)(F)F)=O.ClC1C=C2C(C3CCN(C)CC=3N2CC(O)=O)=CC=1.CNCCC(C)C.CCN=C=NCCCN(C)C>C(#N)C.ClC1C=C2C(C3CCN(C)CC=3N2CC(OCC)=O)=CC=1.[OH-].[Na+].C(N(CC)CC)C>[Cl:2][C:3]1[CH:4]=[C:5]2[C:6]([C:19]3[CH2:24][CH2:23][N:25]([CH3:27])[CH2:21][C:20]=3[N:9]2[CH2:17][C:16]([N:52]([CH2:51][CH2:50][CH:49]([CH3:53])[CH3:48])[CH3:55])=[O:15])=[CH:7][CH:8]=1 |f:0.1,13.14|. Procedure: The title compound is prepared by following General Methods 1, 3, 4, 5 and 7 by using 3-chlorophenylhydrazine hydrochloride, ethyl bromoacetate, and triethylamine (General Method 1), ethyl 2-(1-(3-chlorophenyl)hydrazinyl)acetate and 4,4-diethoxy-N-methylbutan-1-amine (General Method 3), ethyl 2-(6-chloro-3-(2-(methylamino)ethyl)-1H-indol-1-yl)acetate, formaldehyde and TFA in acetonitrile (General Method 4), ethyl 2-(7-chloro-1,2,3,4-tetrahydro-2-methylpyrido[3,4-b]indol-9-yl)acetate and NaOH (Ge... Reactants: C, CNC(=O)c1ccc2ccn(C3CCN(C(=O)OCc4ccccc4)CC3)c2c1, CO, [H][H], [Pd]. Yields the product CNC(=O)c1ccc2ccn(C3CCNCC3)c2c1. RXN SMILES: [C:34].[CH3:1][NH:2][C:3](=[O:4])[c:5]1[cH:6][cH:7][c:8]2[cH:9][cH:10][n:11]([CH:14]3[CH2:15][CH2:16][N:17]([C:20]([O:21][CH2:22][c:23]4[cH:24][cH:25][cH:26][cH:27][cH:28]4)=[O:29])[CH2:18][CH2:19]3)[c:12]2[cH:13]1.[CH3:32][OH:33].[H:30][H:31].[Pd:35]>>[CH3:1][NH:2][C:3](=[O:4])[c:5]1[cH:6][cH:7][c:8]2[cH:9][cH:10][n:11]([CH:14]3[CH2:15][CH2:16][NH:17][CH2:18][CH2:19]3)[c:12]2[cH:13]1.